Dataset: the Open Reaction Database (ORD), a public repository of structured organic reaction records. Task: describe an organic reaction: reactants, conditions, products, and yield Starting materials: CON=C1CN(Cc2ccccc2)CC1(CN=[N+]=[N-])COS(C)(=O)=O, CCOC(C)=O, [H][H]. Yields the product CON=C1CN(Cc2ccccc2)CC1(CN)COS(C)(=O)=O. As a reaction SMILES: [CH3:1][O:2][N:3]=[C:4]1[CH2:5][N:6]([CH2:19][c:20]2[cH:21][cH:22][cH:23][cH:24][cH:25]2)[CH2:7][C:8]1([CH2:9][N:10]=[N+:11]=[N-:12])[CH2:13][O:14][S:15](=[O:16])(=[O:17])[CH3:18].[CH3:28][CH2:29][O:30][C:31](=[O:32])[CH3:33].[H:26][H:27]>>[CH3:1][O:2][N:3]=[C:4]1[CH2:5][N:6]([CH2:19][c:20]2[cH:21][cH:22][cH:23][cH:24][cH:25]2)[CH2:7][C:8]1([CH2:9][NH2:10])[CH2:13][O:14][S:15](=[O:16])(=[O:17])[CH3:18]. Starting materials: Cl.S1C2=C(C=C1)C(CCC2)N (4,5,6,7-tetrahydrobenzo-[b]thiophen-4-amine hydrochloride), [O-]C#N.[K+] (potassium cyanate). Solvent: O (water), O (water). Product: S1C2=C(C=C1)C(CCC2)NC(=O)N (4,5,6,7-tetrahydrobenzo[b]thien-4-ylurea). Isolated yield 22.1%. Reaction SMILES: Cl.[S:2]1[CH:6]=[CH:5][C:4]2[CH:7]([NH2:11])[CH2:8][CH2:9][CH2:10][C:3]1=2.[O-:12][C:13]#[N:14].[K+]>O>[S:2]1[CH:6]=[CH:5][C:4]2[CH:7]([NH:11][C:13]([NH2:14])=[O:12])[CH2:8][CH2:9][CH2:10][C:3]1=2 |f:0.1,2.3|. Reported procedure: A mixture of 50 grams of 4,5,6,7-tetrahydrobenzo-[b]thiophen-4-amine hydrochloride (about 45 grams real, based on 90% purity) in 100 ml. of water is stirred at about 15° C., and a solution of 23.1 grams of potassium cyanate in 100 ml. of water is added dropwise. After completion of the addition, the mixture is warmed slowly to 70° C. to 75° C. and held for an hour. The mixture is cooled, and the white solid is collected by filtration and washed with water. The solid is air-dried, pulverized, and...